This data is from the Open Reaction Database (ORD), a public repository of structured organic reaction records. The task is: describe an organic reaction: reactants, conditions, products, and yield Reactants: oligosaccharide, 4-(1-pyrene)butyryl hydrazide, Schiff's base, [OH-].[Na+] (NaOH), [BH4-].[Na+] (NaBH4), O=C[C@H](O)[C@@H](O)[C@@H](O)[C@H](O)CO (galactose), Cl (HCl). Run in O1CCCC1 (tetrahydrofuran), C(C)(=O)O (acetic acid), P(=O)([O-])([O-])[O-].[K+].[K+].[K+] (potassium phosphate), ice, O (water). Conditions: time 30 minute. The product is C1=CC=C2C=CC3=CC=CC4=CC=C1C2=C34 (pyrene). RXN SMILES: O=[CH:2][C@@H:3]([C@H:5]([C@H:7]([C@@H:9]([CH2:11]O)O)O)O)O.Cl.[OH-].[Na+].[BH4-].[Na+]>P([O-])([O-])([O-])=O.[K+].[K+].[K+].O.O1CCCC1.C(O)(=O)C>[CH:2]1[C:7]2[C:2]3=[C:3]4[C:2](=[CH:3][CH:5]=2)[CH:11]=[CH:9][CH:7]=[C:5]4[CH:11]=[CH:9][C:7]3=[CH:5][CH:3]=1 |f:2.3,4.5,6.7.8.9|. Reported procedure: In a typical preparation, 49.5 μmol of the oligosaccharide was dissolved in 1.25 mL of 0.1 M potassium phosphate, pH 6.0. Approximately 10 units of Dactylium dendroides galactose oxidase (EC 1.1.3.9, Worthington Biochemical Corp.) dissolved in 1.25 mL of water and approximately 180 units of catatase (E.C. 1.11.1.6, Sigma Chem. Co., from bovine liver) were added, and the solution was stirred gently for 30 min at room temperature. The pH was then lowered to 5.6 with 0.1 N HCl and 16.5 μmol of 4-(1... The reagents and catalysts are [Pd].C1(=CC=CC=C1)P(C1=CC=CC=C1)C1=CC=CC=C1.C1(=CC=CC=C1)P(C1=CC=CC=C1)C1=CC=CC=C1.C1(=CC=CC=C1)P(C1=CC=CC=C1)C1=CC=CC=C1.C1(=CC=CC=C1)P(C1=CC=CC=C1)C1=CC=CC=C1 (tetrakis (triphenylphosphine) palladium). As a reaction SMILES: B([O-])([O-])O[C:3]1[CH:8]=[CH:7][C:6]([O:9][CH3:10])=[CH:5][CH:4]=1.Br[C:14]1[CH:19]=[CH:18][C:17]([C:20]2[CH:25]=[CH:24][C:23]([C:26]#[N:27])=[CH:22][CH:21]=2)=[C:16]([F:28])[CH:15]=1.C1C=CC=CC=1.C(=O)([O-])[O-].[K+].[K+]>C(O)C.[Pd].C1(P(C2C=CC=CC=2)C2C=CC=CC=2)C=CC=CC=1.C1(P(C2C=CC=CC=2)C2C=CC=CC=2)C=CC=CC=1.C1(P(C2C=CC=CC=2)C2C=CC=CC=2)C=CC=CC=1.C1(P(C2C=CC=CC=2)C2C=CC=CC=2)C=CC=CC=1>[CH3:10][O:9][C:6]1[CH:7]=[CH:8][C:3]([C:18]2[C:17]([C:20]3[CH:21]=[CH:22][C:23]([C:26]#[N:27])=[CH:24][CH:25]=3)=[C:16]([F:28])[CH:15]=[CH:14][CH:19]=2)=[CH:4][CH:5]=1 |f:3.4.5,7.8.9.10.11|. Reported procedure: A solution of 7.6 g of 4-methoxyphenyl borate dissolved in 60 ml of ethanol was dropped at room temperature into a mixture containing 13 g of 4-bromo-2-fluoro-4'-cyanobiphenyl, 0.5 g of tetrakis (triphenylphosphine) palladium, 90 ml benzene and 70 ml of a 2M potassium carbonate aqueous solution. This was then refluxed for five hours and cooled to room temperature, the reaction liquid was extracted with chloroform and washed three times with water, and the chloroform was removed. The residue that... The yield is 47.5%. Solvent: C(C)O (ethanol). The reactants are BrC1=CC(=C(C=C1)C1=CC=C(C=C1)C#N)F (4-bromo-2-fluoro-4'-cyanobiphenyl), C1=CC=CC=C1 (benzene), C([O-])([O-])=O.[K+].[K+] (potassium carbonate), B(OC1=CC=C(C=C1)OC)([O-])[O-] (4-methoxyphenyl borate). The product is COC1=CC=C(C=C1)C=1C(=C(C=CC1)F)C1=CC=C(C=C1)C#N (4-methoxy-3'-fluoro-4"-cyanoterphenyl). The reactants are B, B, O=C(O)c1cc(Cl)ccc1Br, C1CCOC1, C1CCOC1, CO, [Na+], [OH-]. Yields the product OCc1cc(Cl)ccc1Br. RXN SMILES: [BH3:12].[BH3:18].[Br:1][c:2]1[c:3]([C:4](=[O:5])[OH:6])[cH:7][c:8]([Cl:11])[cH:9][cH:10]1.[CH2:13]1[O:14][CH2:15][CH2:16][CH2:17]1.[CH2:21]1[O:22][CH2:23][CH2:24][CH2:25]1.[CH3:26][OH:27].[Na+:20].[OH-:19]>>[Br:1][c:2]1[c:3]([CH2:4][OH:5])[cH:7][c:8]([Cl:11])[cH:9][cH:10]1. Starting materials: CO, O=C1CN2Cc3c(ccc(N4CCCC4)c3Cl)N=C2N1, Cl, Cl. Product: Cl, Cl, O=C1CN2Cc3cc(N4CCCC4)ccc3N=C2N1. Reaction SMILES: [CH3:23][OH:24].[Cl:3][c:4]1[c:5]2[c:10]([cH:11][cH:12][c:13]1[N:14]1[CH2:15][CH2:16][CH2:17][CH2:18]1)[N:9]=[C:8]1[N:7]([CH2:6]2)[CH2:21][C:20](=[O:22])[NH:19]1.[ClH:1].[ClH:2]>>[ClH:1].[ClH:3].[cH:4]1[c:5]2[c:10]([cH:11][cH:12][c:13]1[N:14]1[CH2:15][CH2:16][CH2:17][CH2:18]1)[N:9]=[C:8]1[N:7]([CH2:6]2)[CH2:21][C:20](=[O:22])[NH:19]1. Reactants: NC[C@H]1CN(C(O1)=O)C1=CC(=C(C=C1)S(=O)C)F (5-(S)-aminomethyl-3-[4′-methylsulfinyl-3′-fluorophenyl]oxazolidine-2-one), N(=[N+]=[N-])C[C@@H]1CN(C(O1)=O)C1=CC(=C(C=C1)S(=O)CC)F (5-(S)-azidomethyl-3-[4′-ethylsulfinyl-3′-fluorophenyl]oxazolidine-2-one), C1(=CC=CC=C1)P(C1=CC=CC=C1)C1=CC=CC=C1 (triphenylphosphine). The product is NC[C@H]1CN(C(O1)=O)C1=CC(=C(C=C1)S(=O)CC)F (5-(S)-Aminomethyl-3-[4′-ethylsulfinyl-3′-fluorophenyl]oxazolidine-2-one). Reaction SMILES: NC[C@@H]1OC(=O)N(C2C=CC(S(C)=O)=C(F)C=2)C1.[N:19]([CH2:22][C@H:23]1[O:27][C:26](=[O:28])[N:25]([C:29]2[CH:34]=[CH:33][C:32]([S:35]([CH2:37][CH3:38])=[O:36])=[C:31]([F:39])[CH:30]=2)[CH2:24]1)=[N+]=[N-].C1(P(C2C=CC=CC=2)C2C=CC=CC=2)C=CC=CC=1>>[NH2:19][CH2:22][C@@H:23]1[O:27][C:26](=[O:28])[N:25]([C:29]2[CH:34]=[CH:33][C:32]([S:35]([CH2:37][CH3:38])=[O:36])=[C:31]([F:39])[CH:30]=2)[CH2:24]1. Procedure: This compound was prepared analogously to the synthesis of 5-(S)-aminomethyl-3-[4′-methylsulfinyl-3′-fluorophenyl]oxazolidine-2-one from 5-(S)-azidomethyl-3-[4′-ethylsulfinyl-3′-fluorophenyl]oxazolidine-2-one (0.235 g, 0.752 mmol) and triphenylphosphine (0.207 g, 0.790 mmol). Yield 0.177 g (82%). MS (m/z): [M+H]+=287. The reactants are C(O)([O-])=O.[Na+] (sodium hydrogen carbonate), C1(CC1)S(=O)(=O)C1=CC=C(C=C1)C(C(C=C)=O)CC1CCOCC1 (4-[4-(cyclopropylsulfonyl)phenyl]-5-(tetrahydro-2H-pyran-4-yl)pent-1-en-3-one), C(C1=CC=CC=C1)OC=1C=CC(=NC1)C=O (5-(benzyloxy)pyridine-2-carbaldehyde), C(C)(=O)[O-].[NH4+] (ammonium acetate). The reagents and catalysts are [Cl-].C(C1=CC=CC=C1)[N+]1=CSC(=C1C)CCO (3-benzyl-5-(2-hydroxyethyl)-4-methyl-1,3-thiazol-3-ium chloride). Run in O (Water), C(C)O (ethanol), C(C)N(CC)CC (triethylamine), C(C)(=O)O (acetic acid). Conditions: temperature 110 celsius, time 2 hour. The product is C(C1=CC=CC=C1)OC=1C=CC(=NC1)C=1NC(=CC1)C(CC1CCOCC1)C1=CC=C(C=C1)S(=O)(=O)C1CC1 (5-(benzyloxy)-2-(5-{1-[4-(cyclopropylsulfonyl)phenyl]-2-(tetrahydro-2H-pyran-4-yl)ethyl}-1H-pyrrol-2-yl)pyridine). Yield: 81.1%. Reaction SMILES: [CH:1]1([S:4]([C:7]2[CH:12]=[CH:11][C:10]([CH:13]([CH2:18][CH:19]3[CH2:24][CH2:23][O:22][CH2:21][CH2:20]3)[C:14](=O)[CH:15]=[CH2:16])=[CH:9][CH:8]=2)(=[O:6])=[O:5])[CH2:3][CH2:2]1.[CH2:25]([O:32][C:33]1[CH:34]=[CH:35][C:36]([CH:39]=O)=[N:37][CH:38]=1)[C:26]1[CH:31]=[CH:30][CH:29]=[CH:28][CH:27]=1.C([O-])(=O)C.[NH4+:45].C(=O)([O-])O.[Na+]>C(O)C.[Cl-].C([N+]1C(C)=C(CCO)SC=1)C1C=CC=CC=1.C(O)(=O)C.O.C(N(CC)CC)C>[CH2:25]([O:32][C:33]1[CH:34]=[CH:35][C:36]([C:39]2[NH:45][C:14]([CH:13]([C:10]3[CH:9]=[CH:8][C:7]([S:4]([CH:1]4[CH2:3][CH2:2]4)(=[O:6])=[O:5])=[CH:12][CH:11]=3)[CH2:18][CH:19]3[CH2:20][CH2:21][O:22][CH2:23][CH2:24]3)=[CH:15][CH:16]=2)=[N:37][CH:38]=1)[C:26]1[CH:31]=[CH:30][CH:29]=[CH:28][CH:27]=1 |f:2.3,4.5,7.8|. Procedure details: To a solution of 4-[4-(cyclopropylsulfonyl)phenyl]-5-(tetrahydro-2H-pyran-4-yl)pent-1-en-3-one (1.56 g) in ethanol (60 mL) were added 5-(benzyloxy)pyridine-2-carbaldehyde (1.00 g), 3-benzyl-5-(2-hydroxyethyl)-4-methyl-1,3-thiazol-3-ium chloride (132 mg) and triethylamine (0.269 mL), and the mixture was heated under reflux for 2 hr. Water was added to the reaction mixture, and the mixture was extracted with ethyl acetate. The extract was washed successively with water and saturated brine, dried o... Starting materials: C1(CC1)CCOC1=CC=C(C(=O)N\C(=C/C2=CC=C(C=C2)C2CC2)\C(=O)NCCO)C=C1 (4-(2-Cyclopropylethoxy)-N-((Z)-2-(4-cyclopropylphenyl)-1-{[(2-hydroxyethyl)amino]carbonyl}vinyl)benzamide). Reagents/catalysts: C1=CC=C(C=C1)P(C2=CC=CC=C2)C3=CC=CC=C3.C1=CC=C(C=C1)P(C2=CC=CC=C2)C3=CC=CC=C3.C1=CC=C(C=C1)P(C2=CC=CC=C2)C3=CC=CC=C3.[Cl-].[Rh] (tris(triphenylphosphine)rhodium(I) chloride). Run in C(C)O.C1CCOC1 (ethanol THF). Run at temperature 60 celsius, time 5 hour. Yields the product C1(CC1)C1=CC=C(CC(C(=O)NCCO)NC(C2=CC=C(C=C2)OCCC2CC2)=O)C=C1 (N-{1-(4-Cyclopropylbenzyl)-2-[(2-hydroxyethyl)amino]-2-oxoethyl}-4-(2-cyclopropylethoxy)benzamide). Yield: 53.7%. RXN SMILES: [CH:1]1([CH2:4][CH2:5][O:6][C:7]2[CH:32]=[CH:31][C:10]([C:11]([NH:13]/[C:14](/[C:25]([NH:27][CH2:28][CH2:29][OH:30])=[O:26])=[CH:15]\[C:16]3[CH:21]=[CH:20][C:19]([CH:22]4[CH2:24][CH2:23]4)=[CH:18][CH:17]=3)=[O:12])=[CH:9][CH:8]=2)[CH2:3][CH2:2]1>C1C=CC(P(C2C=CC=CC=2)C2C=CC=CC=2)=CC=1.C1C=CC(P(C2C=CC=CC=2)C2C=CC=CC=2)=CC=1.C1C=CC(P(C2C=CC=CC=2)C2C=CC=CC=2)=CC=1.[Cl-].[Rh].C(O)C.C1COCC1>[CH:22]1([C:19]2[CH:20]=[CH:21][C:16]([CH2:15][CH:14]([NH:13][C:11](=[O:12])[C:10]3[CH:9]=[CH:8][C:7]([O:6][CH2:5][CH2:4][CH:1]4[CH2:2][CH2:3]4)=[CH:32][CH:31]=3)[C:25]([NH:27][CH2:28][CH2:29][OH:30])=[O:26])=[CH:17][CH:18]=2)[CH2:23][CH2:24]1 |f:1.2.3.4.5,6.7|. Procedure details: To an ethanol:THF (4:1, V/V, 7.5 mL) solution of 4-(2-cyclopropylethoxy)-N-((Z)-2-(4-cyclopropylphenyl)-1-{[(2-hydroxyethyl)amino]carbonyl}vinyl)benzamide (165 mg, 0.380 mmol) prepared in Example 1 (1d) was added tris(triphenylphosphine)rhodium(I) chloride (71 mg, 0.076 mmol). The mixture was stirred under a hydrogen atmosphere (rubber balloon) at 60° C. for 5 hours. The reaction solution was cooled to room temperature, and the solvent was evaporated. The residue was purified by alumina column c... The product is NC=1SC=C(N1)/C(/C(=O)N[C@H]1[C@@H]2N(C(=C(CS2)SC(C)SC2=NNC=N2)C(=O)O)C1=O)=N/O (7β-[(Z)-2-(2-aminothiazol-4-yl)-2-hydroxyiminoacetylamino]-3-(1-methyl-1,2,4-triazol-3-ylthiomethylthio)-3-cephem-4-carboxylic acid). Reaction conditions: time 1 hour. Run in C1(=CC=CC=C1)OC (anisole), O (water), C1(=CC=CC=C1)OC (anisole), [N+](=O)([O-])C (nitromethane). As a reaction SMILES: C1(C([O:14][C:15]([C:17]2[N:22]3[C:23](=[O:63])[C@@H:24]([NH:25][C:26](=[O:62])/[C:27](/[C:49]4[N:50]=[C:51]([NH:54]C(OC(C)(C)C)=O)[S:52][CH:53]=4)=[N:28]\[O:29]C(C4C=CC=CC=4)(C4C=CC=CC=4)C4C=CC=CC=4)[C@H:21]3[S:20][CH2:19][C:18]=2[S:64][CH:65]([S:67][C:68]2[N:72]=[CH:71][NH:70][N:69]=2)[CH3:66])=[O:16])C2C=CC=CC=2)C=CC=CC=1.[Cl-].[Al+3].[Cl-].[Cl-].Cl>C1(OC)C=CC=CC=1.[N+](C)([O-])=O.O>[NH2:54][C:51]1[S:52][CH:53]=[C:49](/[C:27](=[N:28]/[OH:29])/[C:26]([NH:25][C@@H:24]2[C:23](=[O:63])[N:22]3[C:17]([C:15]([OH:16])=[O:14])=[C:18]([S:64][CH:65]([S:67][C:68]4[N:72]=[CH:71][NH:70][N:69]=4)[CH3:66])[CH2:19][S:20][C@H:21]23)=[O:62])[N:50]=1 |f:1.2.3.4|. Starting materials: [Cl-].[Al+3].[Cl-].[Cl-] (aluminum chloride), C1(=CC=CC=C1)C(C1=CC=CC=C1)OC(=O)C1=C(CS[C@H]2N1C([C@H]2NC(\C(=N/OC(C2=CC=CC=C2)(C2=CC=CC=C2)C2=CC=CC=C2)\C=2N=C(SC2)NC(=O)OC(C)(C)C)=O)=O)SC(C)SC2=NNC=N2 (7β-[(Z)-2-(2-t-butoxycarbonylaminothiazol-4-yl)-2-trityloxyiminoacetylamino]-3-(1-methyl-1,2,4-triazol-3-ylthiomethylthio)-3-cephem-4-carboxylic acid diphenylmethyl ester), Cl (hydrochloric acid). Isolated yield 80.8%. Procedure: To a solution of 7β-[(Z)-2-(2-t-butoxycarbonylaminothiazol-4-yl)-2-trityloxyiminoacetylamino]-3-(1-methyl-1,2,4-triazol-3-ylthiomethylthio)-3-cephem-4-carboxylic acid diphenylmethyl ester (1.52 g: 1.47 mMol.) in a mixture of anisole (5 ml) and nitromethane (20 ml) at -40° C. is added a solution of aluminum chloride (1.56 g: 11.7 mMol.) in anisole (5 ml), and the mixture is stirred at -30° to -40° C. for 1 hour. The reaction mixture is mixed with 1N-hydrochloric acid (12 ml), diluted with water, ...